From a dataset of the Open Reaction Database (ORD), a public repository of structured organic reaction records. describe an organic reaction: reactants, conditions, products, and yield Starting materials: COC(=O)Cc1nc(-c2ccccc2)ncc1C(=O)O, Cl, [NH4+], [OH-], O. The product is NC(=O)Cc1nc(-c2ccccc2)ncc1C(=O)O. As a reaction SMILES: [CH3:1][O:2][C:3](=[O:4])[CH2:5][c:6]1[n:7][c:8](-[c:15]2[cH:16][cH:17][cH:18][cH:19][cH:20]2)[n:9][cH:10][c:11]1[C:12](=[O:13])[OH:14].[ClH:21].[NH4+:23].[OH-:22].[OH2:24]>>[O:2]=[C:3]([CH2:5][c:6]1[n:7][c:8](-[c:15]2[cH:16][cH:17][cH:18][cH:19][cH:20]2)[n:9][cH:10][c:11]1[C:12](=[O:13])[OH:14])[NH2:23]. The reactants are CC1(C)CCC(C(=O)C=[N+]=[N-])CC1, O=S(=O)(O)c1ccccc1. Product: CC1(C)CCC(C(=O)COS(=O)(=O)c2ccccc2)CC1. Reaction SMILES: [N+:1](=[N-:2])=[CH:3][C:4](=[O:5])[CH:6]1[CH2:7][CH2:8][C:9]([CH3:12])([CH3:13])[CH2:10][CH2:11]1.[c:14]1([S:20](=[O:21])(=[O:22])[OH:23])[cH:15][cH:16][cH:17][cH:18][cH:19]1>>[CH2:3]([C:4](=[O:5])[CH:6]1[CH2:7][CH2:8][C:9]([CH3:12])([CH3:13])[CH2:10][CH2:11]1)[O:23][S:20]([c:14]1[cH:15][cH:16][cH:17][cH:18][cH:19]1)(=[O:21])=[O:22]. Yield: 93.0%. Reported procedure: A mixture of 3-(2-oxo-1-phenylcyclohexyl)propanoic acid (1 g, 4.06 mmol), potassium hydroxide (0.770 g, 13.72 mmol), hydrazine monohydrate (0.348 mL, 6.09 mmol), and ethylene glycol (5 mL) was heated to 130° C. for 1.5 h. The condenser was removed and the mixture was heated to 200° C. for 30 min. The reaction mixture was then heated under reflux with a reflux condenser for additional 1.5 h. The reaction mixture was cooled to room temperature and diluted with 1N HCl to a total reaction volume of ... Conditions: temperature 130 celsius. The reactants are O=C1C(CCCC1)(C1=CC=CC=C1)CCC(=O)O (3-(2-oxo-1-phenylcyclohexyl)propanoic acid), [OH-].[K+] (potassium hydroxide), O.NN (hydrazine monohydrate). Reaction SMILES: O=[C:2]1[CH2:7][CH2:6][CH2:5][CH2:4][C:3]1([CH2:14][CH2:15][C:16]([OH:18])=[O:17])[C:8]1[CH:13]=[CH:12][CH:11]=[CH:10][CH:9]=1.[OH-].[K+].O.NN>C(O)CO>[C:8]1([C:3]2([CH2:14][CH2:15][C:16]([OH:18])=[O:17])[CH2:4][CH2:5][CH2:6][CH2:7][CH2:2]2)[CH:13]=[CH:12][CH:11]=[CH:10][CH:9]=1 |f:1.2,3.4|. Yields the product C1(=CC=CC=C1)C1(CCCCC1)CCC(=O)O (3-(1-phenylcyclohexyl) propanoic acid). Run in C(CO)O (ethylene glycol). Starting materials: CC1=C(NC(C)C)C=C(C(=C1)I)C (2,5-dimethyl-4-iodo-N-isopropyl-aniline), C(C)N(C(C)C)C(C)C (N-ethyl-diisopropylamine), [Cl-].C(CCC(=O)[O-])(=O)OCC (ethyl succinate chloride). The solvent is C(C)(=O)OCC (ethyl acetate), O1CCCC1 (tetrahydrofuran). The product is CC1=C(N(C(C)C)C(CCC(=O)OCC)=O)C=C(C(=C1)I)C (2,5-dimethyl-N-(3-ethoxycarbonyl-propionyl)-N-isopropyl-4-iodo-aniline). As a reaction SMILES: [CH3:1][C:2]1[CH:11]=[C:10]([I:12])[C:9]([CH3:13])=[CH:8][C:3]=1[NH:4][CH:5]([CH3:7])[CH3:6].C(N(C(C)C)C(C)C)C.[Cl-].[C:24]([O:31][CH2:32][CH3:33])(=[O:30])[CH2:25][CH2:26][C:27]([O-])=[O:28]>O1CCCC1.C(OCC)(=O)C>[CH3:1][C:2]1[CH:11]=[C:10]([I:12])[C:9]([CH3:13])=[CH:8][C:3]=1[N:4]([C:27](=[O:28])[CH2:26][CH2:25][C:24]([O:31][CH2:32][CH3:33])=[O:30])[CH:5]([CH3:7])[CH3:6] |f:2.3|. Reported procedure: 2.0 g (6.9 mmol) of 2,5-dimethyl-4-iodo-N-isopropyl-aniline and 2.4 ml of (13.8 mmol) of N-ethyl-diisopropylamine are dissolved in 30 ml of tetrahydrofuran and, after the addition of 1.5 ml (10.5 mmol) of ethyl succinate chloride, refluxed for 2 hours. After cooling to ambient temperature the mixture is diluted with ethyl acetate and washed successively with 1 molar hydrochloric acid and 1 molar sodium hydroxide solution. The organic phase is dried over sodium sulphate and evaporated down. Reactants: ClS(=O)(=O)C=1C=C(C(=O)Cl)C=CC1 (3-(chlorosulfonyl)benzoyl chloride), N1(CCCCC1)C1CCNCC1 (1,4′-bipiperidine), FC1=CC=C(N)C=C1 (4-fluoroaniline), C([O-])([O-])=O.[Na+].[Na+] (sodium carbonate), C([O-])([O-])=O.[Na+].[Na+] (sodium carbonate). Solvent: ClCCl (dichloromethane), ClCCl (dichloromethane), CO (methanol). Reaction conditions: time 5 hour. Product: N1(CCCCC1)C1CCN(CC1)C(=O)C=1C=C(C=CC1)S(=O)(=O)NC1=CC=C(C=C1)F (3-(1,4′-bipiperidin-1′-ylcarbonyl)-N-(4-fluorophenyl)benzenesulfonamide). RXN SMILES: Cl[S:2]([C:5]1[CH:6]=[C:7]([CH:11]=[CH:12][CH:13]=1)[C:8](Cl)=[O:9])(=[O:4])=[O:3].[N:14]1([CH:20]2[CH2:25][CH2:24][NH:23][CH2:22][CH2:21]2)[CH2:19][CH2:18][CH2:17][CH2:16][CH2:15]1.C(=O)([O-])[O-].[Na+].[Na+].[F:32][C:33]1[CH:39]=[CH:38][C:36]([NH2:37])=[CH:35][CH:34]=1>ClCCl.CO>[N:14]1([CH:20]2[CH2:25][CH2:24][N:23]([C:8]([C:7]3[CH:6]=[C:5]([S:2]([NH:37][C:36]4[CH:38]=[CH:39][C:33]([F:32])=[CH:34][CH:35]=4)(=[O:4])=[O:3])[CH:13]=[CH:12][CH:11]=3)=[O:9])[CH2:22][CH2:21]2)[CH2:19][CH2:18][CH2:17][CH2:16][CH2:15]1 |f:2.3.4|. Procedure: To 3-(chlorosulfonyl)benzoyl chloride (0.359 g, 1.5 mmol) in anhydrous dichloromethane (80 mL) was added 1,4′-bipiperidine (0.252 g, 1.5 mmol) in dichloromethane (4 mL) slowly over 10 minutes at room temperature. Then sodium carbonate (0.32 g, 3 mmol) was added. The mixture was stirred at room temperature for 5 hours. Then 4-fluoroaniline (1.167 g, 10.5 mmol) was added. The mixture was stirred at room temperature for 3 days, then sodium carbonate (0.32 g, 3 mmol) and methanol (5 mL) were added. ... Starting materials: CCOC(=O)c1ccc(N2CCN(c3nnc(Cc4ccc(F)cc4)c4ccccc34)CC2)nc1, C1CCOC1, CO, Cl, [Li+], [OH-], O. Yields the product O=C(O)c1ccc(N2CCN(c3nnc(Cc4ccc(F)cc4)c4ccccc34)CC2)nc1. RXN SMILES: [CH2:1]([CH3:2])[O:3][C:4]([c:5]1[cH:6][n:7][c:8]([N:11]2[CH2:12][CH2:13][N:14]([c:17]3[n:18][n:19][c:20]([CH2:27][c:28]4[cH:29][cH:30][c:31]([F:34])[cH:32][cH:33]4)[c:21]4[cH:22][cH:23][cH:24][cH:25][c:26]34)[CH2:15][CH2:16]2)[cH:9][cH:10]1)=[O:35].[CH2:38]1[O:39][CH2:40][CH2:41][CH2:42]1.[CH3:45][OH:46].[ClH:43].[Li+:36].[OH-:37].[OH2:44]>>[O:3]=[C:4]([c:5]1[cH:6][n:7][c:8]([N:11]2[CH2:12][CH2:13][N:14]([c:17]3[n:18][n:19][c:20]([CH2:27][c:28]4[cH:29][cH:30][c:31]([F:34])[cH:32][cH:33]4)[c:21]4[cH:22][cH:23][cH:24][cH:25][c:26]34)[CH2:15][CH2:16]2)[cH:9][cH:10]1)[OH:35]. Reactants: [Si](C)(C)(C(C)(C)C)OC1=CC=C(C=C1)C1(CCOCC1)CN (1-[4-(4-{[tert-butyl(dimethyl)silyl]oxy}phenyl)tetrahydro-2H-pyran-4-yl]methanamine), BrC1=NC=CC=C1 (2-bromopyridine), CC(C)([O-])C.[Na+] (sodium tert-butoxide). Reagents/catalysts: C=1C=CC(=CC1)/C=C/C(=O)/C=C/C2=CC=CC=C2.C=1C=CC(=CC1)/C=C/C(=O)/C=C/C2=CC=CC=C2.C=1C=CC(=CC1)/C=C/C(=O)/C=C/C2=CC=CC=C2.[Pd].[Pd] (tris(dibenzylideneacetone)dipalladium(0)). The solvent is C1(=CC=CC=C1)C (toluene). Product: [Si](C)(C)(C(C)(C)C)OC1=CC=C(C=C1)C1(CCOCC1)CNC1=NC=CC=C1 (N-{[4-(4-{[tert-butyl(dimethyl)silyl]oxy}phenyl)tetrahydro-2H-pyran-4-yl]methyl}pyridin-2-amine). The yield is 55.6%. RXN SMILES: [Si:1]([O:8][C:9]1[CH:14]=[CH:13][C:12]([C:15]2([CH2:21][NH2:22])[CH2:20][CH2:19][O:18][CH2:17][CH2:16]2)=[CH:11][CH:10]=1)([C:4]([CH3:7])([CH3:6])[CH3:5])([CH3:3])[CH3:2].Br[C:24]1[CH:29]=[CH:28][CH:27]=[CH:26][N:25]=1.CC(C)([O-])C.[Na+]>C1(C)C=CC=CC=1.C1C=CC(/C=C/C(/C=C/C2C=CC=CC=2)=O)=CC=1.C1C=CC(/C=C/C(/C=C/C2C=CC=CC=2)=O)=CC=1.C1C=CC(/C=C/C(/C=C/C2C=CC=CC=2)=O)=CC=1.[Pd].[Pd]>[Si:1]([O:8][C:9]1[CH:14]=[CH:13][C:12]([C:15]2([CH2:21][NH:22][C:24]3[CH:29]=[CH:28][CH:27]=[CH:26][N:25]=3)[CH2:16][CH2:17][O:18][CH2:19][CH2:20]2)=[CH:11][CH:10]=1)([C:4]([CH3:7])([CH3:6])[CH3:5])([CH3:3])[CH3:2] |f:2.3,5.6.7.8.9|. Reported procedure: 1-[4-(4-{[tert-butyl(dimethyl)silyl]oxy}phenyl)tetrahydro-2H-pyran-4-yl]methanamine (3.65 g, 11.4 mmol), 2-bromopyridine (910 μl, 9.48 mmol), tris(dibenzylideneacetone)dipalladium(0) (471 mg, 0.455 mmol), 2,2′-bis(diphenylphosphino)1,1′-binaphyl (567 mg, 0.910 mmol) and sodium tert-butoxide (1.29 g, 13.0 mmol) were stirred in toluene (50 ml) at 70° C. under nitrogen for 24 hours. The toluene was removed in vacuo and the residue partitioned between dichloromethane (50 ml) and saturated sodium bic...